Task: describe an organic reaction: reactants, conditions, products, and yield. Dataset: the Open Reaction Database (ORD), a public repository of structured organic reaction records Starting materials: C[Si](C)(C)C#N (trimethylsilyl cyanide), CN(C(=O)Cl)C (N,N-dimethylcarbamoyl chloride), N1=CC=C(C=C1)CC[NH+](C(OC(C)(C)C)=O)[O-] (tert-Butyl 2-(4-pyridyl)ethylcarbamate N-oxide). Run in [N+](=O)([O-])CC (nitroethane). Conditions: time 10 hour. Product: C(#N)C1=NC=CC(=C1)CCNC(OC(C)(C)C)=O (tert-Butyl 2-(2-cyano-4-pyridyl)ethylcarbamate). Yield: 86.1%. As a reaction SMILES: [N:1]1[CH:6]=[CH:5][C:4]([CH2:7][CH2:8][NH+:9]([O-])[C:10](=[O:16])[O:11][C:12]([CH3:15])([CH3:14])[CH3:13])=[CH:3][CH:2]=1.C[Si]([C:22]#[N:23])(C)C.CN(C)C(Cl)=O>[N+](CC)([O-])=O>[C:22]([C:2]1[CH:3]=[C:4]([CH2:7][CH2:8][NH:9][C:10](=[O:16])[O:11][C:12]([CH3:15])([CH3:14])[CH3:13])[CH:5]=[CH:6][N:1]=1)#[N:23]. Procedure details: tert-Butyl 2-(4-pyridyl)ethylcarbamate N-oxide (7.4 g, 31 mmol) was dissolved in nitroethane (100 ml), and trimethylsilyl cyanide (9.2 g, 92 mmol) and N,N-dimethylcarbamoyl chloride (6.7 g, 62 mmol) were added thereto. The mixture was stirred at room temperature for 10 hrs. The solvent was evaporated, and the residue was subjected to a silica gel column chromatography. The fractions eluted with ethyl acetate-hexane (1:1, v/v) were collected, concentrated and recrystallized from hexane-ethyl acet... The reactants are C(CCl)Cl (EDC), NC1CCN(CC1)CCN1C(C=CC2=C(C=C(C=C12)F)F)=O (1-[2-(4-Aminopiperidin-1-yl)ethyl]-5,7-difluoroquinolin-2(1H)-one), NC1CCN(CC1)CCN1C(C=CC2=C(C=C(C=C12)F)F)=O (1-[2-(4-Aminopiperidin-1-yl)ethyl]-5,7-difluoroquinolin-2(1H)-one), C=1C=CC2=C(C1)N=NN2O (HOBT), CN1N=NC2=C1C=CC(=C2)C(=O)O (1-methyl-1H-1,2,3-benzotriazole-5-carboxylic acid). Yields the product FC1=C2C=CC(N(C2=CC(=C1)F)CCN1CCC(CC1)NC(=O)C1=CC2=C(N(N=N2)C)C=C1)=O (N-{1-[2-(5,7-Difluoro-2-oxoquinolin-1(2H)-yl)ethyl]piperidin-4-yl}-1-methyl-1H-1,2,3-benzotriazole-5-carboxamide). Yield: 44.5%. RXN SMILES: [NH2:1][CH:2]1[CH2:7][CH2:6][N:5]([CH2:8][CH2:9][N:10]2[C:19]3[C:14](=[C:15]([F:21])[CH:16]=[C:17]([F:20])[CH:18]=3)[CH:13]=[CH:12][C:11]2=[O:22])[CH2:4][CH2:3]1.[CH3:23][N:24]1[C:28]2[CH:29]=[CH:30][C:31]([C:33](O)=[O:34])=[CH:32][C:27]=2[N:26]=[N:25]1.C(Cl)CCl.C1C=CC2N(O)N=NC=2C=1>>[F:21][C:15]1[CH:16]=[C:17]([F:20])[CH:18]=[C:19]2[C:14]=1[CH:13]=[CH:12][C:11](=[O:22])[N:10]2[CH2:9][CH2:8][N:5]1[CH2:4][CH2:3][CH:2]([NH:1][C:33]([C:31]2[CH:30]=[CH:29][C:28]3[N:24]([CH3:23])[N:25]=[N:26][C:27]=3[CH:32]=2)=[O:34])[CH2:7][CH2:6]1. Procedure details: 1-[2-(4-Aminopiperidin-1-yl)ethyl]-5,7-difluoroquinolin-2(1H)-one (Intermediate 23, 100 mg, 0.326 mmol) was reacted as described for Example 99 with 1-methyl-1H-1,2,3-benzotriazole-5-carboxylic acid (70 mg, 0.391 mmol), EDC (94 mg, 0.489 mmol) and HOBT (66 mg, 0.489 mol) to give title compound (67.6 mg). Starting materials: BrC1=CC=C(C=C1)C(CC(=O)N(C)OC)C1=C(C=CC=C1)C (3-(4-Bromo-phenyl)-N-methoxy-N-methyl-3-o-tolyl-propionamide), BrC=1C=C2C=CC=NC2=CC1 (6-bromoquinoline). Yields the product BrC1=CC=C(C=C1)C(CC(=O)C=1C=C2C=CC=NC2=CC1)C1=C(C=CC=C1)C (3-(4-Bromo-phenyl)-1-quinolin-6-yl-3-o-tolyl-propan-1-one). As a reaction SMILES: [Br:1][C:2]1[CH:7]=[CH:6][C:5]([CH:8]([C:16]2[CH:21]=[CH:20][CH:19]=[CH:18][C:17]=2[CH3:22])[CH2:9][C:10](N(OC)C)=[O:11])=[CH:4][CH:3]=1.Br[C:24]1[CH:25]=[C:26]2[C:31](=[CH:32][CH:33]=1)[N:30]=[CH:29][CH:28]=[CH:27]2>>[Br:1][C:2]1[CH:3]=[CH:4][C:5]([CH:8]([C:16]2[CH:21]=[CH:20][CH:19]=[CH:18][C:17]=2[CH3:22])[CH2:9][C:10]([C:24]2[CH:25]=[C:26]3[C:31](=[CH:32][CH:33]=2)[N:30]=[CH:29][CH:28]=[CH:27]3)=[O:11])=[CH:6][CH:7]=1. Procedure: In analogy to example 74, step 5, from 3-(4-bromo-phenyl)-N-methoxy-N-methyl-3-o-tolyl-propionamide (example 74, step 4) and 6-bromoquinoline (CAS RN: [5332-25-2]) was prepared the title compound as a yellow oil, MS (ESI+): m/z=430.0791 ([M+H]+, 1Br). Reactants: ClC1=C(COC=2C=C3C=C(N(C3=CC2)CCCC#N)C2=CN=CO2)C(=CC=C1)Cl (4-[5-(2,6-dichlorobenzyloxy)-2-(oxazol-5-yl)indol-1-yl]butyronitrile), N(=[N+]=[N-])[Si](C)(C)C (azidotrimethylsilane), C(CCC)[Sn](CCCC)=O (dibutyltin oxide). Solvent: C1(=CC=CC=C1)C (toluene). Product: ClC1=C(COC=2C=C3C=C(N(C3=CC2)CCCC2=NN=NN2)C2=CN=CO2)C(=CC=C1)Cl (5-(2,6-Dichlorobenzyloxy)-2-(oxazol-5-yl)-1-[3-(1H-tetrazol-5-yl)propyl]-1H-indole). Isolated yield 78.3%. RXN SMILES: [Cl:1][C:2]1[CH:28]=[CH:27][CH:26]=[C:25]([Cl:29])[C:3]=1[CH2:4][O:5][C:6]1[CH:7]=[C:8]2[C:12](=[CH:13][CH:14]=1)[N:11]([CH2:15][CH2:16][CH2:17][C:18]#[N:19])[C:10]([C:20]1[O:24][CH:23]=[N:22][CH:21]=1)=[CH:9]2.[N:30]([Si](C)(C)C)=[N+:31]=[N-:32].C([Sn](=O)CCCC)CCC>C1(C)C=CC=CC=1>[Cl:29][C:25]1[CH:26]=[CH:27][CH:28]=[C:2]([Cl:1])[C:3]=1[CH2:4][O:5][C:6]1[CH:7]=[C:8]2[C:12](=[CH:13][CH:14]=1)[N:11]([CH2:15][CH2:16][CH2:17][C:18]1[NH:32][N:31]=[N:30][N:19]=1)[C:10]([C:20]1[O:24][CH:23]=[N:22][CH:21]=1)=[CH:9]2. Reported procedure: To a solution of 4-[5-(2,6-dichlorobenzyloxy)-2-(oxazol-5-yl)indol-1-yl]butyronitrile (0.21 g, 0.49 mmol) in toluene (10 mL) was added azidotrimethylsilane (0.20 mL, 1.48 mmol) and dibutyltin oxide (0.037 g, 0.148 mmol). The reaction was refluxed for 16 h. The solvent was removed under reduced pressure and the crude product was purified by flash column chromatography (silica gel, MeOH/CH2Cl2) to yield a yellow solid (0.18 g, 78%). MS(ES) m/e 469.0 [M+H]+. Starting materials: CC(C)(C)[Si](C)(C)Cl, COc1ccc2c(c1)CCC1(C=O)C2=C(CCCCCOCc2ccccc2)CC2(C)C(O)CCC12, CN(C)C=O, O, c1c[nH]cn1. Product: COc1ccc2c(c1)CCC1(C=O)C2=C(CCCCCOCc2ccccc2)CC2(C)C(O[Si](C)(C)C(C)(C)C)CCC12. Reaction SMILES: [C:6]([CH3:7])([CH3:8])([CH3:9])[Si:10]([CH3:11])([CH3:12])[Cl:13].[CH2:14]([c:15]1[cH:16][cH:17][cH:18][cH:19][cH:20]1)[O:21][CH2:22][CH2:23][CH2:24][CH2:25][CH2:26][C:27]1=[C:28]2[c:29]3[cH:30][cH:31][c:32]([O:48][CH3:49])[cH:33][c:34]3[CH2:35][CH2:36][C:37]2([CH:46]=[O:47])[CH:38]2[CH2:39][CH2:40][CH:41]([OH:45])[C:42]2([CH3:43])[CH2:44]1.[CH3:51][N:52]([CH3:53])[CH:54]=[O:55].[OH2:50].[nH:1]1[cH:2][cH:3][n:4][cH:5]1>>[C:6]([CH3:7])([CH3:8])([CH3:9])[Si:10]([CH3:11])([CH3:12])[O:45][CH:41]1[CH2:40][CH2:39][CH:38]2[C:37]3([CH:46]=[O:47])[C:28](=[C:27]([CH2:26][CH2:25][CH2:24][CH2:23][CH2:22][O:21][CH2:14][c:15]4[cH:16][cH:17][cH:18][cH:19][cH:20]4)[CH2:44][C:42]21[CH3:43])[c:29]1[cH:30][cH:31][c:32]([O:48][CH3:49])[cH:33][c:34]1[CH2:35][CH2:36]3. Reactants: Cc1cnc(C(=O)O)c[n+]1[O-], CCO, COCCOCCOC, C1CCOC1. The product is Cc1cnc(CO)c[n+]1[O-]. RXN SMILES: [C:1](=[O:2])([OH:3])[c:4]1[n:5][cH:6][c:7]([CH3:11])[n+:8]([O-:10])[cH:9]1.[CH3:12][CH2:13][OH:14].[CH3:15][O:16][CH2:17][CH2:18][O:19][CH2:20][CH2:21][O:22][CH3:23].[O:24]1[CH2:25][CH2:26][CH2:27][CH2:28]1>>[CH2:1]([OH:2])[c:4]1[n:5][cH:6][c:7]([CH3:11])[n+:8]([O-:10])[cH:9]1. Reactants: C(=O)(C(F)(F)F)O (TFA), NC1=C(C=CC(=N1)NCCCN1C=C(C(=C1)C1=C(C=C(C=C1)Cl)Cl)C(=O)OC(C)(C)C)[N+](=O)[O-] (tert-butyl 1-{3-[(6-amino-5-nitro(2-pyridyl))amino]propyl}-4-(2,4-dichlorophenyl)pyrrole-3-carboxylate), O (water). The solvent is C(Cl)Cl (CH2Cl2). The product is NC1=C(C=CC(=N1)NCCCN1C=C(C(=C1)C1=C(C=C(C=C1)Cl)Cl)C(=O)O)[N+](=O)[O-] (1-{3-[(6-amino-5-nitro(2-pyridyl))amino]propyl}-4-(2,4-dichlorophenyl)pyrrole-3-carboxylic acid). Reaction SMILES: C(O)(C(F)(F)F)=O.[NH2:8][C:9]1[N:14]=[C:13]([NH:15][CH2:16][CH2:17][CH2:18][N:19]2[CH:23]=[C:22]([C:24]3[CH:29]=[CH:28][C:27]([Cl:30])=[CH:26][C:25]=3[Cl:31])[C:21]([C:32]([O:34]C(C)(C)C)=[O:33])=[CH:20]2)[CH:12]=[CH:11][C:10]=1[N+:39]([O-:41])=[O:40].O>C(Cl)Cl>[NH2:8][C:9]1[N:14]=[C:13]([NH:15][CH2:16][CH2:17][CH2:18][N:19]2[CH:23]=[C:22]([C:24]3[CH:29]=[CH:28][C:27]([Cl:30])=[CH:26][C:25]=3[Cl:31])[C:21]([C:32]([OH:34])=[O:33])=[CH:20]2)[CH:12]=[CH:11][C:10]=1[N+:39]([O-:41])=[O:40]. Reported procedure: In a vial, TFA (catalytic amount) was added to a stirred mixture of tert-butyl ester pyrrole 7 (1 eq), water (.1%), and CH2Cl2 at rt. The vial stirred at room temperature until done (˜12 h. The reaction was then concentrated under reduced pressure at room temperature and dried in vacuo. The crude residue was dissolved again in CH2Cl2 and concentrated under reduced pressure at rt. The material was used in the final coupling step without further purification as the TFA salt.